Dataset: the Open Reaction Database (ORD), a public repository of structured organic reaction records. Task: describe an organic reaction: reactants, conditions, products, and yield The reactants are C1=CC=C(C=C1)P(C2=CC=CC=C2)C3=CC=CC=C3 (PPh3), N(=NC(=O)[O-])C(=O)OCC (Ethyl azodicarboxylate), OC1=CC=C2C=C(C(OC2=C1)C(F)(F)F)C(=O)OCC (ethyl 7-hydroxy-2-(trifluoromethyl)-2H-chromene-3-carboxylate), C(C)C(CO)CC (2-ethyl-1-butanol), ester. Solvent: C1CCOC1 (THF). Run at time 15 minute. The product is C(C)C(COC1=CC=C2C=C(C(OC2=C1)C(F)(F)F)C(=O)OCC)CC (ethyl 7-(2-ethylbutoxy)-2-(trifluoromethyl)-2H-chromene-3-carboxylate). RXN SMILES: C1C=CC(P(C2C=CC=CC=2)C2C=CC=CC=2)=CC=1.[OH:20][C:21]1[CH:30]=[C:29]2[C:24]([CH:25]=[C:26]([C:35]([O:37][CH2:38][CH3:39])=[O:36])[CH:27]([C:31]([F:34])([F:33])[F:32])[O:28]2)=[CH:23][CH:22]=1.[CH2:40]([CH:42]([CH2:45][CH3:46])[CH2:43]O)[CH3:41].N(C(OCC)=O)=NC([O-])=O>C1COCC1>[CH2:40]([CH:42]([CH2:45][CH3:46])[CH2:43][O:20][C:21]1[CH:30]=[C:29]2[C:24]([CH:25]=[C:26]([C:35]([O:37][CH2:38][CH3:39])=[O:36])[CH:27]([C:31]([F:34])([F:32])[F:33])[O:28]2)=[CH:23][CH:22]=1)[CH3:41]. Reported procedure: The polymer bound PPh3 was suspended in THF for 15 min. Ethyl 7-hydroxy-2-(trifluoromethyl)-2H-chromene-3-carboxylate from Example 1a, Step 1 (2.0 g, 6.94 mmole) and 2-ethyl-1-butanol (1.3 mL, 10.35 mmole) were added to above slurry and the mixture was stirred at r.t. for 15 min. Ethyl azodicarboxylate (1.6 mL, 10.35 mmole) was added to above mixture dropwise and the mixture was stirred at room temperature overnight. LCMS indicated product formation and that there was a trace amount of starting ... Starting materials: C(CCC)C=1N(C(=CN1)C=O)CC1=CC=C(C(=O)OC)C=C1 (Methyl 4-[[2-butyl-5-formyl-1H-imidazol-1-yl]methyl]benzoate), C(=O)(O)C(C(=O)OCC)CC=1SC=CC1 (ethyl 2-carboxy-3-(2-thienyl)propionate). The solvent is C1CCCCC1 (cyclohexane). Run at temperature 27.5 celsius. The product is CCCCC1=NC=C(N1CC=2C=CC(=CC2)C(=O)O)/C=C(\CC3=CC=CS3)/C(=O)O (eprosartan). Isolated yield 57.5%. RXN SMILES: [CH2:1]([C:5]1[N:6]([CH2:12][C:13]2[CH:22]=[CH:21][C:16]([C:17]([O:19]C)=[O:18])=[CH:15][CH:14]=2)[C:7]([CH:10]=O)=[CH:8][N:9]=1)[CH2:2][CH2:3][CH3:4].[C:23]([CH:26]([CH2:32][C:33]1[S:34][CH:35]=[CH:36][CH:37]=1)C(OCC)=O)([OH:25])=[O:24]>C1CCCCC1>[CH3:4][CH2:3][CH2:2][CH2:1][C:5]1[N:6]([CH2:12][C:13]2[CH:22]=[CH:21][C:16]([C:17]([OH:19])=[O:18])=[CH:15][CH:14]=2)[C:7](/[CH:10]=[C:26](/[C:23]([OH:25])=[O:24])\[CH2:32][C:33]2[S:34][CH:35]=[CH:36][CH:37]=2)=[CH:8][N:9]=1. Procedure: Methyl 4-[[2-butyl-5-formyl-1H-imidazol-1-yl]methyl]benzoate (32 gm) and ethyl 2-carboxy-3-(2-thienyl)propionate (57.15 gm) are added to cyclohexane (292 ml) under stirring at 25-30° C., the contents are heated to reflux (80-85° C.) for 2 hours under dean stark to separate the traces of water. The reaction mass is cooled to 50° C. and then slowly added a freshly prepared catalyst solution of propanoic acid (22.93 ml) in cyclohexane (53 ml) and piperidine (10.66 ml). The resulting mass is heated ... RXN SMILES: [CH3:19][c:20]1[c:21]([C:22](=[O:23])[Cl:24])[cH:25][cH:26][cH:27][cH:28]1.[Cl:1][c:2]1[cH:3][cH:4][c:5]2[c:10]([cH:11]1)[NH:9][CH2:8][CH2:7][C:6]2=[O:12].[Cl:29][CH2:30][Cl:31].[OH2:32].[cH:13]1[cH:14][cH:15][n:16][cH:17][cH:18]1>>[Cl:1][c:2]1[cH:3][cH:4][c:5]2[c:10]([cH:11]1)[N:9]([C:22]([c:21]1[c:20]([CH3:19])[cH:28][cH:27][cH:26][cH:25]1)=[O:23])[CH2:8][CH2:7][C:6]2=[O:12]. Yields the product Cc1ccccc1C(=O)N1CCC(=O)c2ccc(Cl)cc21. Starting materials: Cc1ccccc1C(=O)Cl, O=C1CCNc2cc(Cl)ccc21, ClCCl, O, c1ccncc1. Starting materials: CCOC(C)=O, CCCOC(=O)Cl, CCn1c(-c2ccc(N)c(F)c2)c(C#N)c2ccc(OC)cc21, [Na+], O=C([O-])O, O. The product is CCCOC(=O)Nc1ccc(-c2c(C#N)c3ccc(OC)cc3n2CC)cc1F. RXN SMILES: [CH3:31][CH2:32][O:33][C:34]([CH3:35])=[O:36].[Cl:24][C:25](=[O:26])[O:27][CH2:28][CH2:29][CH3:30].[NH2:1][c:2]1[c:3]([F:23])[cH:4][c:5](-[c:8]2[n:9]([CH2:21][CH3:22])[c:10]3[cH:11][c:12]([O:19][CH3:20])[cH:13][cH:14][c:15]3[c:16]2[C:17]#[N:18])[cH:6][cH:7]1.[Na+:41].[O-:37][C:38]([OH:39])=[O:40].[OH2:42]>>[NH:1]([c:2]1[c:3]([F:23])[cH:4][c:5](-[c:8]2[n:9]([CH2:21][CH3:22])[c:10]3[cH:11][c:12]([O:19][CH3:20])[cH:13][cH:14][c:15]3[c:16]2[C:17]#[N:18])[cH:6][cH:7]1)[C:25](=[O:26])[O:27][CH2:28][CH2:29][CH3:30]. Starting materials: CCO, O=C1c2ccccc2C(=O)N1CC=CCN1CCN(c2cccc(Cl)c2Cl)CC1, NN. Yields the product NCC=CCN1CCN(c2cccc(Cl)c2Cl)CC1. RXN SMILES: [CH3:32][CH2:33][OH:34].[Cl:1][c:2]1[c:3]([N:9]2[CH2:10][CH2:11][N:12]([CH2:15][CH:16]=[CH:17][CH2:18][N:19]3[C:20](=[O:21])[c:22]4[c:23]([cH:24][cH:25][cH:26][cH:27]4)[C:28]3=[O:29])[CH2:13][CH2:14]2)[cH:4][cH:5][cH:6][c:7]1[Cl:8].[NH2:30][NH2:31]>>[Cl:1][c:2]1[c:3]([N:9]2[CH2:10][CH2:11][N:12]([CH2:15][CH:16]=[CH:17][CH2:18][NH2:19])[CH2:13][CH2:14]2)[cH:4][cH:5][cH:6][c:7]1[Cl:8]. Reactants: C(C1=CC=CC=C1)OC(N[C@H](C(=O)N(C)C)CO)=O ((S)-benzyl[1-(dimethylamino)-3-hydroxy-1-oxopropan-2-yl]carbamate). The reagents and catalysts are [C].[Pd] (palladium carbon). The solvent is CO (methanol). The product is CN(C([C@@H](N)CO)=O)C (N,N-dimethyl-L-serinamide). Yield: 101.4%. RXN SMILES: C(OC(=O)[NH:10][C@@H:11]([CH2:17][OH:18])[C:12]([N:14]([CH3:16])[CH3:15])=[O:13])C1C=CC=CC=1>CO.[C].[Pd]>[CH3:15][N:14]([CH3:16])[C:12](=[O:13])[C@H:11]([CH2:17][OH:18])[NH2:10] |f:2.3|. Procedure details: A solution of (S)-benzyl[1-(dimethylamino)-3-hydroxy-1-oxopropan-2-yl]carbamate (3.20 g) and 10% palladium carbon (320 mg) in methanol (30 mL) was stirred at room temperature for 5 hr under a hydrogen atmosphere. The reaction mixture was filtered, and the filtrate was concentrated under reduced pressure to give the title compound (1.61 g). The reactants are FC1=CC=C(C(=O)N)C=C1 (4fluorobenzamide), BrC(C(CC(=O)OCC)=O)C (ethyl 4bromo-3-oxopentanoate). Solvent: C1(=CC=CC=C1)C (toluene). Run at temperature 140 celsius. Yields the product C(C)OC(CC=1N=C(OC1C)C1=CC=C(C=C1)F)=O (Ethyl[2-(4-fluorophenyl)-5-methyl-1,3-oxazol-4-yl]acetate). Isolated yield 48.2%. As a reaction SMILES: [F:1][C:2]1[CH:10]=[CH:9][C:5]([C:6]([NH2:8])=[O:7])=[CH:4][CH:3]=1.Br[CH:12]([CH3:21])[C:13](=O)[CH2:14][C:15]([O:17][CH2:18][CH3:19])=[O:16]>C1(C)C=CC=CC=1>[CH2:18]([O:17][C:15](=[O:16])[CH2:14][C:13]1[N:8]=[C:6]([C:5]2[CH:9]=[CH:10][C:2]([F:1])=[CH:3][CH:4]=2)[O:7][C:12]=1[CH3:21])[CH3:19]. Procedure details: A suspension of 4fluorobenzamide (12.9 g) and ethyl 4bromo-3-oxopentanoate (Chem Abs No. 3618769-6; 5.24 g) in anhydrous toluene (120 ml) was heated at 140° C. for 19 h, using a Dean-Stark trap. The solution was allowed to cool, filtered, and the residual solid washed with toluene (30 ml). The combined filtrate and washings were concentrated in vacuo to give a brown oil, which was purified by Biotage flash chromatography on silica gel (90 g column), eluting with ethyl acetate:cyclohexane (5:95, ...